From a dataset of the Open Reaction Database (ORD), a public repository of structured organic reaction records. describe an organic reaction: reactants, conditions, products, and yield The reactants are CC(C)CNC(=S)Nc1cccc(N)c1, ClC(Cl)Cl, O=C=Nc1ccc(Cl)cc1. Yields the product CC(C)CNC(=S)Nc1cccc(NC(=O)Nc2ccc(Cl)cc2)c1. Reaction SMILES: [CH2:11]([CH:12]([CH3:13])[CH3:14])[NH:15][C:16](=[S:17])[NH:18][c:19]1[cH:20][c:21]([NH2:25])[cH:22][cH:23][cH:24]1.[CH:26]([Cl:27])([Cl:28])[Cl:29].[Cl:1][c:2]1[cH:3][cH:4][c:5]([N:8]=[C:9]=[O:10])[cH:6][cH:7]1>>[Cl:1][c:2]1[cH:3][cH:4][c:5]([NH:8][C:9](=[O:10])[NH:25][c:21]2[cH:20][c:19]([NH:18][C:16]([NH:15][CH2:11][CH:12]([CH3:13])[CH3:14])=[S:17])[cH:24][cH:23][cH:22]2)[cH:6][cH:7]1. Reactants: O1CCNC2=CC3=C(CCN(CC3)C(=O)OC(C)(C)C)C=C21 (t-butyl 3,4,6,7,9,10-hexahydro[1,4]oxazino[2,3-h][3]benzazepine-8(2H)-carboxylate), CS(=O)(=O)Cl (methanesulfonyl chloride), C(C)(C)N(CC)C(C)C (diisopropylethylamine), CS(=O)(=O)Cl (methanesulfonyl chloride), C(C)(C)N(CC)C(C)C (diisopropylethylamine), O (water). Solvent: ClCCl (dichloromethane). Conditions: time 16 hour. Product: CS(=O)(=O)N1CCOC=2C1=CC1=C(CCN(CC1)C(=O)OC(C)(C)C)C2 (t-butyl 4-(methylsulfonyl)-3,4,6,7,9,10-hexahydro[1,4]oxazino[2,3-h][3]benzazepine-8(2H)-carboxylate). Reaction SMILES: [O:1]1[C:22]2[C:5](=[CH:6][C:7]3[CH2:13][CH2:12][N:11]([C:14]([O:16][C:17]([CH3:20])([CH3:19])[CH3:18])=[O:15])[CH2:10][CH2:9][C:8]=3[CH:21]=2)[NH:4][CH2:3][CH2:2]1.[CH3:23][S:24](Cl)(=[O:26])=[O:25].C(N(C(C)C)CC)(C)C.O>ClCCl>[CH3:23][S:24]([N:4]1[C:5]2=[CH:6][C:7]3[CH2:13][CH2:12][N:11]([C:14]([O:16][C:17]([CH3:18])([CH3:19])[CH3:20])=[O:15])[CH2:10][CH2:9][C:8]=3[CH:21]=[C:22]2[O:1][CH2:2][CH2:3]1)(=[O:26])=[O:25]. Reported procedure: To a solution of 130 mg of t-butyl 3,4,6,7,9,10-hexahydro[1,4]oxazino[2,3-h][3]benzazepine-8(2H)-carboxylate in 4 ml of dichloromethane were added 0.036 ml of methanesulfonyl chloride and 0.089 ml of diisopropylethylamine under ice-cooling, followed by stirring at room temperature for 16 hours. To the reaction mixture were added 0.036 ml of methanesulfonyl chloride and 0.089 ml of diisopropylethylamine, followed by stirring at room temperature for additional 9 hours. To the reaction mixture was ... The reactants are FC1=CC=C(C=C1)C1=C(SC=C1)C1=CC=C(C=C1)SC (3-(4-fluorophenyl)-2-(4-methylthiophenyl)thiophene), solution, BrBr (bromine). The solvent is C(Cl)Cl (methylene chloride), C(C)(=O)O (acetic acid), C(C)(=O)O (acetic acid). Conditions: time 1.5 hour. Product: BrC1=CC(=C(S1)C1=CC=C(C=C1)SC)C1=CC=C(C=C1)F (5-Bromo-3-(4-fluorophenyl)-2-(4-methylthiophenyl)thiophene). As a reaction SMILES: [F:1][C:2]1[CH:7]=[CH:6][C:5]([C:8]2[CH:12]=[CH:11][S:10][C:9]=2[C:13]2[CH:18]=[CH:17][C:16]([S:19][CH3:20])=[CH:15][CH:14]=2)=[CH:4][CH:3]=1.[Br:21]Br>C(Cl)Cl.C(O)(=O)C>[Br:21][C:11]1[S:10][C:9]([C:13]2[CH:18]=[CH:17][C:16]([S:19][CH3:20])=[CH:15][CH:14]=2)=[C:8]([C:5]2[CH:4]=[CH:3][C:2]([F:1])=[CH:7][CH:6]=2)[CH:12]=1. Procedure details: A solution of 3-(4-fluorophenyl)-2-(4-methylthiophenyl)thiophene (15 g, 50 mmole) in methylene chloride (150 ml) was diluted with 150 ml of acetic acid and cooled to about 5°. A 1M solution of bromine in acetic acid (55 ml, 1.1 equiv.) was then added dropwise. The reaction mixture was stirred at 0° for 1.5 hours and then concentrated in vacuo. The residue was dissolved in ethyl acetate and the solution washed with saturated aqueous sodium bicarbonate and brine, dried, and concentrated in vacuo. ... Starting materials: CN1CCCC1=O, O=C(Cl)C(=O)Cl, ClCCl, CN(C)C=O, O=C(O)c1cnc(-c2ccccc2)nc1, Nc1nc(-c2ccccc2)ns1. The product is O=C(Nc1nc(-c2ccccc2)ns1)c1cnc(-c2ccccc2)nc1. Reaction SMILES: [CH3:42][N:43]1[CH2:44][CH2:45][CH2:46][C:47]1=[O:48].[Cl:16][C:17]([C:18]([Cl:19])=[O:20])=[O:21].[Cl:39][CH2:40][Cl:41].[O:22]=[CH:23][N:24]([CH3:25])[CH3:26].[c:1]1(-[c:7]2[n:8][cH:9][c:10]([C:13](=[O:14])[OH:15])[cH:11][n:12]2)[cH:2][cH:3][cH:4][cH:5][cH:6]1.[c:27]1(-[c:33]2[n:34][s:35][c:36]([NH2:38])[n:37]2)[cH:28][cH:29][cH:30][cH:31][cH:32]1>>[c:1]1(-[c:7]2[n:8][cH:9][c:10]([C:13](=[O:15])[NH:38][c:36]3[s:35][n:34][c:33](-[c:27]4[cH:28][cH:29][cH:30][cH:31][cH:32]4)[n:37]3)[cH:11][n:12]2)[cH:2][cH:3][cH:4][cH:5][cH:6]1. As a reaction SMILES: C1CCCCCC1.N([O:10][C:11](C)(C)[CH3:12])=O.Cl[C:16]1[CH:17]=[C:18]2[C:23](=[O:24])N(O)C(=O)[C:19]2=[CH:26][CH:27]=1.C1(=NO)CCCCCC1.[N+](C1CCCCCC1)([O-])=O.C1(=O)CCCCCC1>C(O)(=O)C>[C:11]([O:24][CH:23]1[CH2:17][CH2:16][CH2:27][CH2:26][CH2:19][CH2:18]1)(=[O:10])[CH3:12]. Yields the product C(C)(=O)OC1CCCCCC1 (cycloheptyl acetate). Solvent: C(C)(=O)O (acetic acid). Procedure details: Cycloheptane (1 ml), t-butyl nitrite (1 mmol), 4-chloro-N-hydroxyphthalimide (0.2 mmol), and acetic acid (1 ml) were placed in a flask and were stirred at 80° C. in an atmosphere of argon gas (1 atm=0.101 MPa) for 20 hours. The resulting reaction mixture was analyzed to find that cycloheptanone oxime, nitrocycloheptane, cycloheptanone, and cycloheptyl acetate were formed in yields of 16%, 4%, 6%, and less than 1%, respectively. Run at temperature 80 celsius, time 20 hour. Starting materials: C1(CCCCCC1)=O (cycloheptanone), C1(CCCCCC1)=NO (cycloheptanone oxime), [N+](=O)([O-])C1CCCCCC1 (nitrocycloheptane), C1CCCCCC1 (Cycloheptane), N(=O)OC(C)(C)C (t-butyl nitrite), ClC=1C=C2C(C(=O)N(C2=O)O)=CC1 (4-chloro-N-hydroxyphthalimide). Starting materials: CC(C)(C)OC(=O)Nc1ccc(CC(=O)O)cc1, CN(C)C=O, CN(C)c1ccncc1, Cn1c(N)c(N)c(=O)n(C)c1=O. Product: Cn1c(N)c(NC(=O)Cc2ccc(NC(=O)OC(C)(C)C)cc2)c(=O)n(C)c1=O. RXN SMILES: [C:1]([CH3:2])([CH3:3])([CH3:4])[O:5][C:6](=[O:7])[NH:8][c:9]1[cH:10][cH:11][c:12]([CH2:15][C:16](=[O:17])[OH:18])[cH:13][cH:14]1.[CH3:31][N:32]([CH3:33])[CH:34]=[O:35].[CH3:36][N:37]([CH3:38])[c:39]1[cH:40][cH:41][n:42][cH:43][cH:44]1.[NH2:19][c:20]1[c:21](=[O:30])[n:22]([CH3:29])[c:23](=[O:28])[n:24]([CH3:27])[c:25]1[NH2:26]>>[C:1]([CH3:2])([CH3:3])([CH3:4])[O:5][C:6](=[O:7])[NH:8][c:9]1[cH:10][cH:11][c:12]([CH2:15][C:16](=[O:18])[NH:19][c:20]2[c:21](=[O:30])[n:22]([CH3:29])[c:23](=[O:28])[n:24]([CH3:27])[c:25]2[NH2:26])[cH:13][cH:14]1. Reactants: CO, N, N#Cc1ccn2nccc2n1. Product: NCc1ccn2nccc2n1. Reaction SMILES: [CH3:13][OH:14].[NH3:12].[n:1]1[cH:2][cH:3][c:4]2[n:5]1[cH:6][cH:7][c:8]([C:10]#[N:11])[n:9]2>>[n:1]1[cH:2][cH:3][c:4]2[n:5]1[cH:6][cH:7][c:8]([CH2:10][NH2:11])[n:9]2. Reactants: N1CC(CCC1)NC=1C2=C(N=C(N1)NC1=CC=C(C(=O)N)C=C1)NC=C2 (4-(4-(piperidin-3-ylamino)-7H-pyrrolo[2,3-d]pyrimidin-2-ylamino)benzamide), TEA, O (Water), C(#N)CC(=O)O (cyanoacetic acid), C(C(=O)Cl)(=O)Cl (oxalyl chloride). The reagents and catalysts are C(Cl)Cl (CH2Cl2). The solvent is CN(C)C=O (DMF). Run at time 40 minute. Product: C(#N)CC(=O)N1CC(CCC1)NC=1C2=C(N=C(N1)NC1=CC=C(C(=O)N)C=C1)NC=C2 (4-(4-(1-(2-cyanoacetyl)piperidin-3-ylamino)-7H-pyrrolo[2,3-d]pyrimidin-2-ylamino)benzamide). Isolated yield 46.9%. RXN SMILES: [C:1]([CH2:3][C:4]([OH:6])=O)#[N:2].C(Cl)(=O)C(Cl)=O.[NH:13]1[CH2:18][CH2:17][CH2:16][CH:15]([NH:19][C:20]2[C:21]3[CH:38]=[CH:37][NH:36][C:22]=3[N:23]=[C:24]([NH:26][C:27]3[CH:35]=[CH:34][C:30]([C:31]([NH2:33])=[O:32])=[CH:29][CH:28]=3)[N:25]=2)[CH2:14]1.O>C(Cl)Cl.CN(C=O)C>[C:1]([CH2:3][C:4]([N:13]1[CH2:18][CH2:17][CH2:16][CH:15]([NH:19][C:20]2[C:21]3[CH:38]=[CH:37][NH:36][C:22]=3[N:23]=[C:24]([NH:26][C:27]3[CH:35]=[CH:34][C:30]([C:31]([NH2:33])=[O:32])=[CH:29][CH:28]=3)[N:25]=2)[CH2:14]1)=[O:6])#[N:2]. Procedure: To a suspension of cyanoacetic acid (46 mg, 0.54 mmol) in CH2Cl2 (1 mL) (containing 2 drops of DMF), oxalyl chloride (0.047 mL, 0.54 mmol) was added. The mixture was stirred at room temperature for 40 min. To the above solution cooled in an ice bath, a solution of 4-(4-(piperidin-3-ylamino)-7H-pyrrolo[2,3-d]pyrimidin-2-ylamino)benzamide (18 mg, 0.051 mmol) and TEA (0.250 mL, 1.80 mmol) in DMF (2 mL) was added. The mixture was stirred for 2 h. Water was added. CH2Cl2 was removed in vacuo. The res... Starting materials: Cl.C1(CC1)CN1S(N(C2=C1C=CC(=C2)C=2C=C(C=CC2)CN)C)(=O)=O (1-{3-[1-(cyclopropylmethyl)-3-methyl-2,2-dioxido-1,3-dihydro-2,1,3-benzothiadiazol-5-yl]phenyl}methanamine hydrochloride), FC1=C(C#N)C=CC=N1 (2-fluoronicotinonitrile), CN1CCCC1=O (NMP), CCN(C(C)C)C(C)C (DIPEA). Run in CO (methanol). Conditions: temperature 100 celsius. Product: C1(CC1)CN1S(N(C2=C1C=CC(=C2)C=2C=C(CNC1=C(C#N)C=CC=N1)C=CC2)C)(=O)=O (2-({3-[1-(cyclopropylmethyl)-3-methyl-2,2-dioxido-1,3-dihydro-2,1,3-benzothiadiazol-5-yl]benzyl}amino)nicotinonitrile). Reaction SMILES: Cl.[CH:2]1([CH2:5][N:6]2[C:10]3[CH:11]=[CH:12][C:13]([C:15]4[CH:16]=[C:17]([CH2:21][NH2:22])[CH:18]=[CH:19][CH:20]=4)=[CH:14][C:9]=3[N:8]([CH3:23])[S:7]2(=[O:25])=[O:24])[CH2:4][CH2:3]1.F[C:27]1[N:34]=[CH:33][CH:32]=[CH:31][C:28]=1[C:29]#[N:30].CN1C(=O)CCC1.CCN(C(C)C)C(C)C>CO>[CH:2]1([CH2:5][N:6]2[C:10]3[CH:11]=[CH:12][C:13]([C:15]4[CH:16]=[C:17]([CH:18]=[CH:19][CH:20]=4)[CH2:21][NH:22][C:27]4[N:34]=[CH:33][CH:32]=[CH:31][C:28]=4[C:29]#[N:30])=[CH:14][C:9]=3[N:8]([CH3:23])[S:7]2(=[O:24])=[O:25])[CH2:4][CH2:3]1 |f:0.1|. Procedure details: To a microwave vial was added 1-{3-[1-(cyclopropylmethyl)-3-methyl-2,2-dioxido-1,3-dihydro-2,1,3-benzothiadiazol-5-yl]phenyl}methanamine hydrochloride (23-2) (0.037 g, 0.097 mmol), 2-fluoronicotinonitrile (0.18 g, 0.15 mmol), NMP (0.7 mL), and finally DIPEA (0.039 mL, 0.22 mmol). The reaction mixture was then heated under microwave irradiation at 100° C. for 10 minutes. The crude reaction mixture was then allowed to cool to room temperature, diluted with methanol, then filtered and concentrated....